From a dataset of the Open Reaction Database (ORD), a public repository of structured organic reaction records. describe an organic reaction: reactants, conditions, products, and yield The reactants are C(#N)C1=CC=C(OC=2C=C(C(=O)O)C=C(C2)OC2=CC=C(C=C2)C#N)C=C1 (3,5-bis-(4-cyano-phenoxy)-benzoic acid), N1CCCC2=CC=CC=C12 (1,2,3,4-tetrahydro-quinoline). Yields the product C(#N)C1=CC=C(OC=2C=C(C(=O)N3CCCC4=CC=CC=C34)C=C(C2)OC2=CC=C(C=C2)C#N)C=C1 ([3,5-Bis-(4-cyano-phenoxy)-benzoyl]-3,4-dihydro-1H-quinoline). The yield is 82.1%. RXN SMILES: [C:1]([C:3]1[CH:27]=[CH:26][C:6]([O:7][C:8]2[CH:9]=[C:10]([CH:14]=[C:15]([O:17][C:18]3[CH:23]=[CH:22][C:21]([C:24]#[N:25])=[CH:20][CH:19]=3)[CH:16]=2)[C:11]([OH:13])=O)=[CH:5][CH:4]=1)#[N:2].[NH:28]1[C:37]2[C:32](=[CH:33][CH:34]=[CH:35][CH:36]=2)[CH2:31][CH2:30][CH2:29]1>>[C:1]([C:3]1[CH:27]=[CH:26][C:6]([O:7][C:8]2[CH:9]=[C:10]([CH:14]=[C:15]([O:17][C:18]3[CH:19]=[CH:20][C:21]([C:24]#[N:25])=[CH:22][CH:23]=3)[CH:16]=2)[C:11]([N:28]2[C:37]3[C:32](=[CH:33][CH:34]=[CH:35][CH:36]=3)[CH2:31][CH2:30][CH2:29]2)=[O:13])=[CH:5][CH:4]=1)#[N:2]. Reported procedure: Following the procedure of Example 5(c) 3,5-bis-(4-cyano-phenoxy)-benzoic acid 1.2 g (3.36 mmol) and 1,2,3,4-tetrahydro-quinoline (0.44 g, 3.36 mmol) were used to afford 1.3 g of the required product. 1H NMR (DMSO-d6): δ 1.92 (2H, t), 2.54 (2H, m) 3.75 (2H, t), 6.92 (2H, d), 7.08 (7H, m), 7.82 (4H, d).